Dataset: the Open Reaction Database (ORD), a public repository of structured organic reaction records. Task: describe an organic reaction: reactants, conditions, products, and yield Reactants: C(C)(C)(C)OC(=O)N1[C@@H](C[C@H](C1)F)C(NC1=CC(=CC(=C1)C(=O)OC)Br)=O ((2S,4R)-2-(3-bromo-5-methoxycarbonyl-phenylcarbamoyl)-4-fluoro-pyrrolidine-1-carboxylic acid tert-butyl ester), O[Li].O (LiOH.H2O). Solvent: CO (MeOH). Conditions: time 5 hour. The product is C(C)(C)(C)OC(=O)N1[C@@H](C[C@H](C1)F)C(NC1=CC(=CC(=C1)C(=O)O)Br)=O ((2S,4R)-2-(3-Bromo-5-carboxy-phenylcarbamoyl)-4-fluoro-pyrrolidine-1-carboxylic acid tert-butyl ester). Reaction SMILES: [C:1]([O:5][C:6]([N:8]1[CH2:12][C@H:11]([F:13])[CH2:10][C@H:9]1[C:14](=[O:27])[NH:15][C:16]1[CH:21]=[C:20]([C:22]([O:24]C)=[O:23])[CH:19]=[C:18]([Br:26])[CH:17]=1)=[O:7])([CH3:4])([CH3:3])[CH3:2].O[Li].O>CO>[C:1]([O:5][C:6]([N:8]1[CH2:12][C@H:11]([F:13])[CH2:10][C@H:9]1[C:14](=[O:27])[NH:15][C:16]1[CH:21]=[C:20]([C:22]([OH:24])=[O:23])[CH:19]=[C:18]([Br:26])[CH:17]=1)=[O:7])([CH3:4])([CH3:2])[CH3:3] |f:1.2|. Procedure details: To a solution of (2S,4R)-2-(3-bromo-5-methoxycarbonyl-phenylcarbamoyl)-4-fluoro-pyrrolidine-1-carboxylic acid tert-butyl ester (480 mg, 1.08 mmol) in MeOH (10 mL), cooled to 0° C. was added LiOH.H2O (271 mg, 6.47 mmol) and the resulting solution was allowed to reach RT and stirred for 5 h. MeOH was concentrated and the residue was diluted in CH2Cl2, HCl 1 M was added (pH=1) and the layers were separated. The aqueous layer was back extracted twice with CH2Cl2 and the combined organic layers were ...